This data is from the Open Reaction Database (ORD), a public repository of structured organic reaction records. The task is: describe an organic reaction: reactants, conditions, products, and yield The reactants are ( 0.04 ), C1(CC1)NCCN (cyclopropylethylenediamine), O (water), COC1=C(C(=O)O)C=C(C(=C1)N)Cl (2-methoxy-4-amino-5-chlorobenzoic acid), C(=O)(N1C=NC=C1)N1C=NC=C1 (carbonyldiimidazole). Solvent: O1CCCC1 (tetrahydrofuran), O1CCCC1 (tetrahydrofuran). Yields the product COC1=C(C(=O)NCCNC2CC2)C=C(C(=C1)N)Cl (2-methoxy-4-amino-5-chloro-N-(2-(cyclopropylamino)-ethyl)-benzamide). Yield: 91.7%. As a reaction SMILES: [CH3:1][O:2][C:3]1[CH:11]=[C:10]([NH2:12])[C:9]([Cl:13])=[CH:8][C:4]=1[C:5]([OH:7])=O.C(N1C=CN=C1)(N1C=CN=C1)=O.[CH:26]1([NH:29][CH2:30][CH2:31][NH2:32])[CH2:28][CH2:27]1.O>O1CCCC1>[CH3:1][O:2][C:3]1[CH:11]=[C:10]([NH2:12])[C:9]([Cl:13])=[CH:8][C:4]=1[C:5]([NH:32][CH2:31][CH2:30][NH:29][CH:26]1[CH2:28][CH2:27]1)=[O:7]. Reported procedure: 8.06 g (0.04) mole of 2-methoxy-4-amino-5-chlorobenzoic acid and 7.12 g (0.044 mole) of carbonyldiimidazole are suspended in 80 ml of tetrahydrofuran and kept at 30° C. until the end of gas development. The solution of 5 g (0.05 mole) of cyclopropylethylenediamine in 15 ml of tetrahydrofuran is then slowly added, followed by keeping the temperature at 50° C. for 1 hour. After cooling down, the mixture is poured into water, the solid is removed by filtration and crystallized from alcohol, thus ob... The reactants are C1(=CC=CC=C1)P(C1=CC=CC=C1)C1=CC=CC=C1 (triphenylphosphine), BrN1C(CCC1=O)=O (N-bromosuccinimide), C(C)C=1C=C(C=CC1)CCCO (3-(3-ethylphenyl)-1-propanol). Solvent: C(Cl)Cl (methylene chloride). Conditions: time 5 hour. Yields the product BrCCCC1=CC(=CC=C1)CC (1-(3-bromopropyl)-3-ethylbenzene). Yield: 87.9%. As a reaction SMILES: [CH2:1]([C:3]1[CH:4]=[C:5]([CH2:9][CH2:10][CH2:11]O)[CH:6]=[CH:7][CH:8]=1)[CH3:2].C1(P(C2C=CC=CC=2)C2C=CC=CC=2)C=CC=CC=1.[Br:32]N1C(=O)CCC1=O>C(Cl)Cl>[Br:32][CH2:11][CH2:10][CH2:9][C:5]1[CH:6]=[CH:7][CH:8]=[C:3]([CH2:1][CH3:2])[CH:4]=1. Procedure details: Compound 47-3 (3.53 g) was dissolved in methylene chloride (30 ml), triphenylphosphine (6.19 g) and N-bromosuccinimide (4.20 g) were added under ice-cooling, and the mixture was stirred under ice-cooling for 1 hr, and at room temperature for 5 hr. The reaction mixture was washed with water and saturated brine, and dried over anhydrous magnesium sulfate. The solvent was evaporated under reduced pressure. Diethyl ether (100 ml) was added, and the precipitated triphenylphosphine oxide was filtered ... The reactants are CC(C)[O-], CC(C)[O-], CCCCCC, CC(C)[O-], CC(C)[O-], [Cl-], [Cl-], [Cl-], [Cl-], [Ti+4], [Ti+4]. Product: CC(C)O[Ti](Cl)(Cl)OC(C)C. As a reaction SMILES: [CH3:13][CH:14]([CH3:15])[O-:16].[CH3:1][CH:2]([O-:3])[CH3:4].[CH3:23][CH2:24][CH2:25][CH2:26][CH2:27][CH3:28].[CH3:5][CH:6]([O-:7])[CH3:8].[CH3:9][CH:10]([CH3:11])[O-:12].[Cl-:18].[Cl-:19].[Cl-:20].[Cl-:21].[Ti+4:17].[Ti+4:22]>>[CH3:1][CH:2]([O:3][Ti:17]([O:7][CH:6]([CH3:5])[CH3:8])([Cl:18])[Cl:19])[CH3:4]. Starting materials: ClC1=CC=C(C=C1)C/C=C/CN(CC)CC ((E)-4-(4-chlorophenyl)-N,N-diethyl-2-buten-1-amine), [H][H] (hydrogen), C (charcoal). Reagents/catalysts: [Pt] (platinum). The solvent is C(C)(=O)O (acetic acid). The product is ClC1=CC=C(C=C1)CCCCN(CC)CC (4-Chloro-N,N-diethylbenzenebutanamine). RXN SMILES: [Cl:1][C:2]1[CH:7]=[CH:6][C:5]([CH2:8]/[CH:9]=[CH:10]/[CH2:11][N:12]([CH2:15][CH3:16])[CH2:13][CH3:14])=[CH:4][CH:3]=1.C.[H][H]>C(O)(=O)C.[Pt]>[Cl:1][C:2]1[CH:3]=[CH:4][C:5]([CH2:8][CH2:9][CH2:10][CH2:11][N:12]([CH2:15][CH3:16])[CH2:13][CH3:14])=[CH:6][CH:7]=1. Procedure: Add 2.0 g (0.0084 mole) of (E)-4-(4-chlorophenyl)-N,N-diethyl-2-buten-1-amine to flask containing 0.20 g platinum (5%) on activated charcoal suspended in 15 ml glacial acetic acid. Stir reaction mixture under one atmosphere hydrogen until hydrogen absorption ceases (41/2 hours). Filter reaction mixture with methylene chloride wash and 50 ml distilled water. Separate layers and extract aqueous with 3×70 ml methylene chloride. Combine methylene chloride extracts and wash with cold 2×75 ml 1N NaOH.... Reactants: OO (Hydrogen peroxide), ClC1=CN=C(S1)SCCC=C(F)F (5-chloro-2-(4,4-difluorobut-3-enylthio)thiazole), C(C)(=O)O (acetic acid), resultant mixture, [OH-].[Na+] (sodium hydroxide). Run in O (water). Run at temperature 5 celsius. Product: ClC1=CN=C(S1)S(=O)(=O)CCC=C(F)F (5-chloro-2-(4,4-difluorobut-3-enylsulfonyl)thiazole). Isolated yield 82.0%. Reaction SMILES: OO.[Cl:3][C:4]1[S:8][C:7]([S:9][CH2:10][CH2:11][CH:12]=[C:13]([F:15])[F:14])=[N:6][CH:5]=1.C(O)(=[O:18])C.[OH-:20].[Na+]>O>[Cl:3][C:4]1[S:8][C:7]([S:9]([CH2:10][CH2:11][CH:12]=[C:13]([F:15])[F:14])(=[O:18])=[O:20])=[N:6][CH:5]=1 |f:3.4|. Reported procedure: Hydrogen peroxide (0.77 g) was added to a mixture of 5-chloro-2-(4,4-difluorobut-3-enylthio)thiazole (1.94 g) and glacial acetic acid (21 g) at a temperature of 55-60° C. and the resultant mixture maintained at this temperature for 6 hours. After cooling the mixture to 5° C. and adding sufficient 47% sodium hydroxide solution to adjust the pH to 6 the mixture was diluted with water (20 ml) and extracted with chloroform (3×20 ml). The combined extracts were washed with water (20 ml), sodium bisul...